Dataset: the Open Reaction Database (ORD), a public repository of structured organic reaction records. Task: describe an organic reaction: reactants, conditions, products, and yield Starting materials: C[C@@H]1CC[C@@]2(CC[C@@]3(C(=CC[C@H]4[C@]3(CC[C@@H]5[C@@]4(CC[C@@H](C5(C)C)O)C)C)[C@@H]2[C@H]1C)C)C(=O)O (ursolic acid), C[O-].[Na+] (NaOMe). Solvent: CO.C(Cl)(Cl)Cl (methanol chloroform). Reaction conditions: time 30 minute. The product is C[C@]12CC[C@@H](C([C@@H]1CC[C@@]3([C@@H]2CC=C4[C@]3(CC[C@@]5([C@H]4CC(CC5)(C)C)C(=O)[O-])C)C)(C)C)O.[Na+] (ursolic acid sodium salt). Reaction SMILES: [CH3:1][C@H:2]1[C@H:28](C)[C@@H:27]2[C@@:5]([C:31]([OH:33])=[O:32])([CH2:6][CH2:7][C@@:8]3([CH3:30])[C@:13]4([CH3:26])[CH2:14][CH2:15][C@H:16]5[C:21]([CH3:23])([CH3:22])[C@@H:20]([OH:24])[CH2:19][CH2:18][C@:17]5([CH3:25])[C@H:12]4[CH2:11][CH:10]=[C:9]32)[CH2:4][CH2:3]1.[CH3:34][O-].[Na+:36]>CO.C(Cl)(Cl)Cl>[CH3:25][C@@:17]12[C@H:12]3[CH2:11][CH:10]=[C:9]4[C@@H:27]5[CH2:28][C:2]([CH3:34])([CH3:1])[CH2:3][CH2:4][C@:5]5([C:31]([O-:33])=[O:32])[CH2:6][CH2:7][C@@:8]4([CH3:30])[C@:13]3([CH3:26])[CH2:14][CH2:15][C@H:16]1[C:21]([CH3:22])([CH3:23])[C@@H:20]([OH:24])[CH2:19][CH2:18]2.[Na+:36] |f:1.2,3.4,5.6|. Procedure details: 30 mg of 3-O-(α-L-arabopyranosyl) ursolic acid was dissolved in methanol/chloroform (4 ml, 3/1), added with 5 mg of NaOMe, then stirred at room tempreature for 30 min and filtered to separate out a white solid. The solid was washed with methanol and dried to obtain 3-O-(α-L-arabopyranosyl) ursolic acid sodium salt. The reactants are CNS(=O)(=O)C1=CC=CC=C1 (N-methylbenzenesulfonamide), [H-].[Na+] (sodium hydride), [Na] (sodium), ClC1=C(C(=O)Cl)C=CC=C1 (2-chlorobenzoyl chloride). Solvent: CN(C=O)C (N,N-dimethylformamide). Run at time 30 minute. Yields the product CN(S(=O)(=O)C1=CC=CC=C1)C(C1=C(C=CC=C1)Cl)=O (N-methyl-N-(2-chlorobenzoyl)benzenesulfonamide). Yield: 92.0%. RXN SMILES: [CH3:1][NH:2][S:3]([C:6]1[CH:11]=[CH:10][CH:9]=[CH:8][CH:7]=1)(=[O:5])=[O:4].[H-].[Na+].[Na].[Cl:15][C:16]1[CH:24]=[CH:23][CH:22]=[CH:21][C:17]=1[C:18](Cl)=[O:19]>CN(C)C=O>[CH3:1][N:2]([C:18](=[O:19])[C:17]1[CH:21]=[CH:22][CH:23]=[CH:24][C:16]=1[Cl:15])[S:3]([C:6]1[CH:7]=[CH:8][CH:9]=[CH:10][CH:11]=1)(=[O:4])=[O:5] |f:1.2,^1:13|. Procedure: 1.71 g (0.01 mole) of N-methylbenzenesulfonamide was added to 0.58 g (0.012 mole) of 50% sodium hydride in 15 ml of dry N,N-dimethylformamide. The mixture was stirred at room temperature for 30 minutes to react them. To the resulting sodium salt was added 2.10 g (0.012 mole) of 2-chlorobenzoyl chloride, and the mixture was stirred at room temperature for 1 hour. The N,N-dimethyl formamide was distilled off under reduced pressure. Cold water was added, and the resulting oil layer was extracted wi... Starting materials: CN(C)N, CCO, COC(=O)c1ccccc1N=C=S. Yields the product COC(=O)c1ccccc1NC(=S)NN(C)C. As a reaction SMILES: [CH3:14][N:15]([NH2:16])[CH3:17].[CH3:18][CH2:19][OH:20].[N:1](=[C:2]=[S:3])[c:4]1[c:5]([C:6](=[O:7])[O:8][CH3:9])[cH:10][cH:11][cH:12][cH:13]1>>[NH:1]([C:2](=[S:3])[NH:16][N:15]([CH3:14])[CH3:17])[c:4]1[c:5]([C:6](=[O:7])[O:8][CH3:9])[cH:10][cH:11][cH:12][cH:13]1. Reactants: C1(CCCCCO1)=O (6-hexanolactone), NCCCCCCCCC (1-aminononane). Product: C(CCCCCCCC)N1C(CCCCC1)=O (1-n-Nonylazacycloheptan-2-one). The yield is 24.0%. As a reaction SMILES: [C:1]1(=O)[O:7][CH2:6][CH2:5][CH2:4][CH2:3][CH2:2]1.[NH2:9][CH2:10][CH2:11][CH2:12][CH2:13][CH2:14][CH2:15][CH2:16][CH2:17][CH3:18]>>[CH2:10]([N:9]1[CH2:1][CH2:2][CH2:3][CH2:4][CH2:5][C:6]1=[O:7])[CH2:11][CH2:12][CH2:13][CH2:14][CH2:15][CH2:16][CH2:17][CH3:18]. Procedure: Following example 5, heating 22.83 g (0.2 M) of 6-hexanolactone and 28.65 g (0.2 M) of 1-aminononane at 180° for 20 hours gave 11.5 g (26%) of product; b.p. 155°-165°/0.6 mm. Reactants: CC(C)=CCC1CC(C(Cc2ccccc2)NC(=O)OC(C)(C)C)OC1=O, CC(CC(O)C(Cc1ccccc1)NC(=O)OC(C)(C)C)C(=O)NC1CC2CCC1C2. The product is CC(C)=CCC(CC(O)C(Cc1ccccc1)NC(=O)OC(C)(C)C)C(=O)NC1CC2CCC1C2. Reaction SMILES: [C:1]([CH3:2])([CH3:3])([CH3:4])[O:5][C:6]([NH:7][CH:8]([CH2:9][c:10]1[cH:11][cH:12][cH:13][cH:14][cH:15]1)[CH:16]1[O:17][C:18](=[O:26])[CH:19]([CH2:21][CH:22]=[C:23]([CH3:24])[CH3:25])[CH2:20]1)=[O:27].[CH:28]12[CH:29]([NH:35][C:36](=[O:37])[CH:38]([CH3:39])[CH2:40][CH:41]([OH:42])[CH:43]([NH:44][C:45]([O:46][C:47]([CH3:48])([CH3:49])[CH3:50])=[O:51])[CH2:52][c:53]3[cH:54][cH:55][cH:56][cH:57][cH:58]3)[CH2:30][CH:31]([CH2:32][CH2:33]1)[CH2:34]2>>[C:1]([CH3:2])([CH3:3])([CH3:4])[O:5][C:6]([NH:7][CH:8]([CH2:9][c:10]1[cH:11][cH:12][cH:13][cH:14][cH:15]1)[CH:16]([OH:17])[CH2:20][CH:19]([C:18](=[O:26])[NH:35][CH:29]1[CH:28]2[CH2:33][CH2:32][CH:31]([CH2:30]1)[CH2:34]2)[CH2:21][CH:22]=[C:23]([CH3:24])[CH3:25])=[O:27]. Run in ClC(C)Cl (dichloroethane). Yields the product FC(S(=O)(=O)[O-])(F)F.C(C=C)OC(=O)N1C[C@H](C[C@H]1CC=1[N+]=2C(SC1)=CN(C2)CCO[Si](C)(C)C(C)(C)C)SC=2[C@@H]([C@H]1N(C2C(=O)OCC=C)C([C@@H]1[C@@H](C)O)=O)C (allyl(1R,5S,6S)-2-[(3S,5R)-1-allyloxycarbonyl-5-[6-(2-t-butyldimethylsilyloxyethyl)imidazo[5,1-b]thiazolium-3-yl]methylpyrrolidin-3-yl]thio-6-((1R)-1-hydroxyethyl)-1-methylcarbapen-2-em-3-carboxylate trifluoromethane sulfonate). Reaction SMILES: [F:1][C:2]([F:18])([F:17])[S:3]([O:6][CH2:7][CH2:8][O:9][Si:10]([C:13]([CH3:16])([CH3:15])[CH3:14])([CH3:12])[CH3:11])(=[O:5])=[O:4].[CH2:19]([O:22][C:23]([N:25]1[C@H:29]([CH2:30][C:31]2[N:32]3[CH:38]=[N:37][CH:36]=[C:33]3[S:34][CH:35]=2)[CH2:28][C@H:27]([S:39][C:40]2[C@H:41]([CH3:57])[C@@H:42]3[C@@H:52]([C@H:53]([OH:55])[CH3:54])[C:51](=[O:56])[N:43]3[C:44]=2[C:45]([O:47][CH2:48][CH:49]=[CH2:50])=[O:46])[CH2:26]1)=[O:24])[CH:20]=[CH2:21]>ClC(Cl)C>[F:1][C:2]([F:18])([F:17])[S:3]([O-:6])(=[O:5])=[O:4].[CH2:19]([O:22][C:23]([N:25]1[C@H:29]([CH2:30][C:31]2[N+:32]3[C:33](=[CH:36][N:37]([CH2:7][CH2:8][O:9][Si:10]([C:13]([CH3:14])([CH3:15])[CH3:16])([CH3:11])[CH3:12])[CH:38]=3)[S:34][CH:35]=2)[CH2:28][C@H:27]([S:39][C:40]2[C@H:41]([CH3:57])[C@@H:42]3[C@@H:52]([C@H:53]([OH:55])[CH3:54])[C:51](=[O:56])[N:43]3[C:44]=2[C:45]([O:47][CH2:48][CH:49]=[CH2:50])=[O:46])[CH2:26]1)=[O:24])[CH:20]=[CH2:21] |f:3.4|. Procedure: 2-(t-Butyldimethylsilyloxy)ethyl trifluoromethanesulfonate (63.5 mg) is added to a solution of 98.3 mg of allyl(1R,5S,6S)-2-[(3S,5R)-1-allyloxycarbonyl-5-(imidazo[5,1-b]thiazol-3-yl)methylpyrrolidin-3-yl]thio-6-((1R)-1-hydroxyethyl)-1-methylcarbapen-2-em-3-carboxylate described in Example 20-b) in 1.0 ml of dry dichloroethane, and the mixture is stirred in an argon atmosphere at room temperature for 1.5 hr. The excess reagent is removed by evaporation under reduced pressure to give allyl(1R,5S,6... Conditions: time 1.5 hour. The reactants are FC(S(=O)(=O)OCCO[Si](C)(C)C(C)(C)C)(F)F (2-(t-Butyldimethylsilyloxy)ethyl trifluoromethanesulfonate), C(C=C)OC(=O)N1C[C@H](C[C@H]1CC=1N2C(SC1)=CN=C2)SC=2[C@@H]([C@H]1N(C2C(=O)OCC=C)C([C@@H]1[C@@H](C)O)=O)C (allyl(1R,5S,6S)-2-[(3S,5R)-1-allyloxycarbonyl-5-(imidazo[5,1-b]thiazol-3-yl)methylpyrrolidin-3-yl]thio-6-((1R)-1-hydroxyethyl)-1-methylcarbapen-2-em-3-carboxylate).